Dataset: the Open Reaction Database (ORD), a public repository of structured organic reaction records. Task: describe an organic reaction: reactants, conditions, products, and yield Starting materials: C1(=CC=CC=C1)P(C1=CC=CC=C1)C1=CC=CC=C1 (triphenylphosphine), N(=[N+]=[N-])CC1CC=2C(=C3C(CC(NC3=C(C2)Br)=O)(C)C)O1 (2-Azidomethyl-5-bromo-9,9-dimethyl-2,3,6,7,8,9-hexahydrofuro[2,3-f]quinoline-7-one), [OH-].[Na+] (caustic soda). Run in O1CCCC1 (tetrahydrofuran). Reaction conditions: temperature 50 celsius, time 2 hour. Product: NCC1CC=2C(=C3C(CC(NC3=C(C2)Br)=O)(C)C)O1 (2-Aminomethyl-5-bromo-9,9-dimethyl-2,3,6,7,8,9-hexahydrofuro[2,3-f]quinoline-7-one). Isolated yield 72.5%. As a reaction SMILES: [N:1]([CH2:4][CH:5]1[O:21][C:8]2=[C:9]3[C:14](=[C:15]([Br:17])[CH:16]=[C:7]2[CH2:6]1)[NH:13][C:12](=[O:18])[CH2:11][C:10]3([CH3:20])[CH3:19])=[N+]=[N-].C1(P(C2C=CC=CC=2)C2C=CC=CC=2)C=CC=CC=1.[OH-].[Na+]>O1CCCC1>[NH2:1][CH2:4][CH:5]1[O:21][C:8]2=[C:9]3[C:14](=[C:15]([Br:17])[CH:16]=[C:7]2[CH2:6]1)[NH:13][C:12](=[O:18])[CH2:11][C:10]3([CH3:19])[CH3:20] |f:2.3|. Procedure: 2-Azidomethyl-5-bromo-9,9-dimethyl-2,3,6,7,8,9-hexahydrofuro[2,3-f]quinoline-7-one (492 mg, 1.40 mmol) was dissolved in tetrahydrofuran (10 ml). To the solution, triphenylphosphine (404 mg, 1.54 mmol) was added, and the mixture was stirred in a bath at 50° C. for 2 hours. After completion of the reaction, aqueous 2N-caustic soda solution (2 ml) was added to the reaction mixture, followed by stirring a further 1 hour at room temperature. The reaction mixture was condensed under reduced pressure, ... The reactants are CCOC(=O)N1c2ccc(OC)nc2C(Nc2ncc(-c3cncc(C=O)c3)c(Cc3cc(C(F)(F)F)cc(C(F)(F)F)c3)n2)CC1CC, [Cl-], [NH4+], C1CCOC1. The product is CCOC(=O)N1c2ccc(OC)nc2C(Nc2ncc(-c3cncc(CO)c3)c(Cc3cc(C(F)(F)F)cc(C(F)(F)F)c3)n2)CC1CC. Reaction SMILES: [CH2:1]([CH3:2])[O:3][C:4](=[O:5])[N:6]1[CH:7]([CH2:48][CH3:49])[CH2:8][CH:9]([NH:18][c:19]2[n:20][cH:21][c:22](-[c:40]3[cH:41][n:42][cH:43][c:44]([CH:46]=[O:47])[cH:45]3)[c:23]([CH2:25][c:26]3[cH:27][c:28]([C:36]([F:37])([F:38])[F:39])[cH:29][c:30]([C:32]([F:33])([F:34])[F:35])[cH:31]3)[n:24]2)[c:10]2[n:11][c:12]([O:16][CH3:17])[cH:13][cH:14][c:15]21.[Cl-:50].[NH4+:51].[O:52]1[CH2:53][CH2:54][CH2:55][CH2:56]1>>[CH2:1]([CH3:2])[O:3][C:4](=[O:5])[N:6]1[CH:7]([CH2:48][CH3:49])[CH2:8][CH:9]([NH:18][c:19]2[n:20][cH:21][c:22](-[c:40]3[cH:41][n:42][cH:43][c:44]([CH2:46][OH:47])[cH:45]3)[c:23]([CH2:25][c:26]3[cH:27][c:28]([C:36]([F:37])([F:38])[F:39])[cH:29][c:30]([C:32]([F:33])([F:34])[F:35])[cH:31]3)[n:24]2)[c:10]2[n:11][c:12]([O:16][CH3:17])[cH:13][cH:14][c:15]21. The reactants are FC(C1=C(C=CC=C1)O)(F)F (2-trifluoromethylphenol), C(C)(C)(C)O (tert-butyl alcohol), S(O)(O)(=O)=O (sulfuric acid). Solvent: FC(C(=O)O)(F)F (trifluoroacetic acid). Conditions: temperature 20 celsius, time 48 hour. Product: FC(C1=C(C=CC(=C1)C(C)(C)C)O)(F)F (2-trifluoromethyl-4-(1,1-dimethylethyl)phenol). Reaction SMILES: [F:1][C:2]([F:11])([F:10])[C:3]1[CH:8]=[CH:7][CH:6]=[CH:5][C:4]=1[OH:9].[C:12](O)([CH3:15])([CH3:14])[CH3:13].S(=O)(=O)(O)O>FC(F)(F)C(O)=O>[F:1][C:2]([F:10])([F:11])[C:3]1[CH:8]=[C:7]([C:12]([CH3:15])([CH3:14])[CH3:13])[CH:6]=[CH:5][C:4]=1[OH:9]. Procedure: A mixture of 2-trifluoromethylphenol (25 g., 0.15 moles), tert-butyl alcohol (12 g., 0.16 mole), trifluoroacetic acid (100 ml.) and 96% sulfuric acid (2 ml.) is stirred at about 20° C. for 48 hours. The mixture then is evaporated as far as possible under reduced pressure at 35°-40° C. The residue is dissolved in benzene (500 ml.) and the solution is washed with water, saturated NaHCO3 solution and saturated salt brine and dried over anhydrous MgSO4. The dried solution is again evaporated under r...